From a dataset of the Open Reaction Database (ORD), a public repository of structured organic reaction records. describe an organic reaction: reactants, conditions, products, and yield Starting materials: CC(=O)/C=N/O (anti-pyruvic aldehyde 1-oxime), Cl.FC1=C(C=CC(=C1)F)NN (2,4-difluorophenylhydrazine hydrochloride), N1=CC=CC=C1 (pyridine). The reagents and catalysts are O.O.O.O.O.S(=O)(=O)([O-])[O-].[Cu+2] (copper(II) sulfate pentahydrate). The solvent is C(C)OCC (diethyl ether), O (water), O (water). Conditions: temperature 23 celsius, time 64 hour. The product is FC1=C(C=CC(=C1)F)N1[N+](=C(C(=N1)C)C)[O-] (2-(2,4-difluorophenyl)-4,5-dimethyl-2H-1,2,3-triazole 1-oxide). As a reaction SMILES: [CH3:1][C:2](/[CH:4]=[N:5]/[OH:6])=O.Cl.[F:8][C:9]1[CH:14]=[C:13]([F:15])[CH:12]=[CH:11][C:10]=1[NH:16][NH2:17].N1C=CC=C[CH:19]=1>C(OCC)C.O.O.O.O.O.O.S([O-])([O-])(=O)=O.[Cu+2]>[F:8][C:9]1[CH:14]=[C:13]([F:15])[CH:12]=[CH:11][C:10]=1[N:16]1[N:17]=[C:2]([CH3:1])[C:4]([CH3:19])=[N+:5]1[O-:6] |f:1.2,6.7.8.9.10.11.12|. Reported procedure: To a stirred solution of anti-pyruvic aldehyde 1-oxime (2.2 g, 22.2 mmol) in diethyl ether (50 mL) was added 2,4-difluorophenylhydrazine hydrochloride (4.0 g, 22.2 mmol) and pyridine (2 mL). The reaction mixture was stirred at 23° C. for 64 h. The solid that formed was removed by filtration and washed with diethyl ether. The filtrate was concentrated under reduced pressure. The crude residue was dissolved in pyridine (100 mL). A solution of copper(II) sulfate pentahydrate (11.1 g, 44.4 mmol) in ... The reactants are CCC(Cl)OC(=O)OC1CCCC1, CC#N, [I-], [Na+], O. Product: CCC(I)OC(=O)OC1CCCC1. RXN SMILES: [C:1]([O:2][CH:3]([CH2:4][CH3:5])[Cl:6])([O:7][CH:8]1[CH2:9][CH2:10][CH2:11][CH2:12]1)=[O:13].[CH3:17][C:18]#[N:19].[I-:15].[Na+:14].[OH2:16]>>[C:1]([O:2][CH:3]([CH2:4][CH3:5])[I:15])([O:7][CH:8]1[CH2:9][CH2:10][CH2:11][CH2:12]1)=[O:13]. The reactants are [Br-], CCCCCCC(C=O)=Cc1ccccc1, [Mg], C1CCOC1, O, c1ccccc1. The product is CCCCCCC(=Cc1ccccc1)C(O)c1ccccc1. RXN SMILES: [Br-:2].[CH2:9]([CH2:10][CH2:11][CH2:12][CH2:13][CH3:14])[C:15]([CH:16]=[O:17])=[CH:18][c:19]1[cH:20][cH:21][cH:22][cH:23][cH:24]1.[Mg:1].[O:26]1[CH2:27][CH2:28][CH2:29][CH2:30]1.[OH2:25].[cH:3]1[cH:4][cH:5][cH:6][cH:7][cH:8]1>>[c:3]1([CH:16]([C:15]([CH2:9][CH2:10][CH2:11][CH2:12][CH2:13][CH3:14])=[CH:18][c:19]2[cH:20][cH:21][cH:22][cH:23][cH:24]2)[OH:17])[cH:4][cH:5][cH:6][cH:7][cH:8]1. Reactants: BrCCc1ccccc1, C1CCOC1, [Mg], O=Cc1cnc2sc3c(n12)CCCCCC3. Product: OC(CCc1ccccc1)c1cnc2sc3c(n12)CCCCCC3. Reaction SMILES: [Br:2][CH2:3][CH2:4][c:5]1[cH:6][cH:7][cH:8][cH:9][cH:10]1.[CH2:27]1[O:28][CH2:29][CH2:30][CH2:31]1.[Mg:1].[n:11]1[cH:12][c:13]([CH:25]=[O:26])[n:14]2[c:15]1[s:16][c:17]1[c:18]2[CH2:19][CH2:20][CH2:21][CH2:22][CH2:23][CH2:24]1>>[CH2:3]([CH2:4][c:5]1[cH:6][cH:7][cH:8][cH:9][cH:10]1)[CH:25]([c:13]1[cH:12][n:11][c:15]2[n:14]1[c:18]1[c:17]([s:16]2)[CH2:24][CH2:23][CH2:22][CH2:21][CH2:20][CH2:19]1)[OH:26]. The reactants are O1CCCC1 (tetrahydrofuran), O (water). The product is C(CCCO)O (1,4-butanediol), C1(CCCO1)=O (γ-butyrolactone), alkanol. As a reaction SMILES: [O:1]1[CH2:5][CH2:4][CH2:3][CH2:2]1.[OH2:6]>>[CH2:5]([OH:1])[CH2:4][CH2:3][CH2:2][OH:6].[C:5]1(=[O:6])[O:1][CH2:2][CH2:3][CH2:4]1. Reported procedure: The crude product stream 21 comprising 1,4-butanediol, tetrahydrofuran, γ-butyrolactone, alkanol and water which is produced in the hydrogenation stage is fed to a first distillation stage 23. In the first distillation stage 23, the crude product stream 21, the stream comprising tetrahydrofuran and alkanol and also high boilers, is separated into a bottom stream 25 comprising high boilers and an overhead stream 27 comprising tetrahydrofuran and alkanol as azeotrope. The high boiler-comprising bo...